Dataset: the Open Reaction Database (ORD), a public repository of structured organic reaction records. Task: describe an organic reaction: reactants, conditions, products, and yield The reactants are C(#N)N=C1SCCN1CC1=CC=C(C=C1)OC (2-cyanimino-3-(4-methoxybenzyl)-thiazolidine), [OH-].[NH4+] (ammonium hydroxide). The solvent is ClCCl (dichloromethane), ClCCl (dichloromethane). Conditions: time 12 hour. Product: C(#N)N=C1SCCN1CC1=CC=C(C=C1)O (2-cyanimino-3-(4-hydroxy-benzyl)-thiazolidine). Isolated yield 0.0%. Reaction SMILES: [C:1]([N:3]=[C:4]1[N:8]([CH2:9][C:10]2[CH:15]=[CH:14][C:13]([O:16]C)=[CH:12][CH:11]=2)[CH2:7][CH2:6][S:5]1)#[N:2].[OH-].[NH4+]>ClCCl>[C:1]([N:3]=[C:4]1[N:8]([CH2:9][C:10]2[CH:15]=[CH:14][C:13]([OH:16])=[CH:12][CH:11]=2)[CH2:7][CH2:6][S:5]1)#[N:2] |f:1.2|. Reported procedure: 0.49 g (2 moles) of 2-cyanimino-3-(4-methoxybenzyl)-thiazolidine are dissolved in 12 ml of dichloromethane and a solution of 3.01 g (1.14 ml, 13 mmoles) of borotribromide in 5 ml of dichloromethane is added in an argon atmosphere, dropwise. The mixture is stirred for 12 hours and is then alkalized with an aqueous ammonium hydroxide solution, under stirring and cooling. The phases are separated and the organic phase is evaporated. 0.22 g of 2-cyanimino-3-(4-hydroxy-benzyl)-thiazolidine are obtain...